This data is from the Open Reaction Database (ORD), a public repository of structured organic reaction records. The task is: describe an organic reaction: reactants, conditions, products, and yield The reactants are OCCCC1=CN(C2=CC=CC=C12)C(=O)OC(C)(C)C (tert-butyl 3-(3-hydroxypropyl)-1H-indole-1-carboxylate), N1C=NC=C1 (imidazole), C1=CC=C(C=C1)P(C2=CC=CC=C2)C3=CC=CC=C3 (PPh3), II (iodine). Solvent: O (water), CC#N (MeCN). Run at time 3 hour. The product is ICCCC1=CN(C2=CC=CC=C12)C(=O)OC(C)(C)C (tert-butyl 3-(3-iodopropyl)-1H-indole-1-carboxylate). Reaction SMILES: O[CH2:2][CH2:3][CH2:4][C:5]1[C:13]2[C:8](=[CH:9][CH:10]=[CH:11][CH:12]=2)[N:7]([C:14]([O:16][C:17]([CH3:20])([CH3:19])[CH3:18])=[O:15])[CH:6]=1.N1C=CN=C1.C1C=CC(P(C2C=CC=CC=2)C2C=CC=CC=2)=CC=1.[I:45]I>CC#N.O>[I:45][CH2:2][CH2:3][CH2:4][C:5]1[C:13]2[C:8](=[CH:9][CH:10]=[CH:11][CH:12]=2)[N:7]([C:14]([O:16][C:17]([CH3:20])([CH3:19])[CH3:18])=[O:15])[CH:6]=1. Reported procedure: To a stirring solution of tert-butyl 3-(3-hydroxypropyl)-1H-indole-1-carboxylate in MeCN were added imidazole (44 mg), PPh3 (129 mg) and iodine (124 mg) at ambient temperature. After 3 hours, water was added and the mixture was extracted with EtOAc. The organic layer was washed with brine, dried over anhydrous sodium sulfate, filtered and evaporated in vacuo. The residue was purified by silica gel column chromatography (n-hexane:EtOAc=15:1) to give tert-butyl 3-(3-iodopropyl)-1H-indole-1-carboxy... Starting materials: BrC1=C(C(=CC=C1)Cl)CC#N (2-bromo-6-chlorophenylacetonitrile), NC1=NC(=NC=C1C=O)C (4-amino-2-methylpyrimidin-5-carboxaldehyde). Product: BrC1=C(C(=CC=C1)Cl)C1=CC2=C(N=C(N=C2)C)N=C1N (6-(2-bromo-6-chlorophenyl)-2-methylpyrido[2,3-d]-pyrimidin-7-amine). As a reaction SMILES: [Br:1][C:2]1[CH:7]=[CH:6][CH:5]=[C:4]([Cl:8])[C:3]=1[CH2:9][C:10]#[N:11].[NH2:12][C:13]1[C:18]([CH:19]=O)=[CH:17][N:16]=[C:15]([CH3:21])[N:14]=1>>[Br:1][C:2]1[CH:7]=[CH:6][CH:5]=[C:4]([Cl:8])[C:3]=1[C:9]1[C:10]([NH2:11])=[N:12][C:13]2[N:14]=[C:15]([CH3:21])[N:16]=[CH:17][C:18]=2[CH:19]=1. Procedure: Following the procedure for Example 1, 2-bromo-6-chlorophenylacetonitrile is condensed with 4-amino-2-methylpyrimidin-5-carboxaldehyde to give 6-(2-bromo-6-chlorophenyl)-2-methylpyrido[2,3-d]-pyrimidin-7-amine, mp 272°-274° C., after recrystallization from acetonitrile. Product: CS(=O)(=O)NC(=O)C1=C(N)C=CC=C1 (2-Methylsulfonamidocarbonylaniline). As a reaction SMILES: [CH3:1][S:2]([NH2:5])(=[O:4])=[O:3].[Li].[C:7]12[C:13](=[CH:14][CH:15]=[CH:16][CH:17]=1)[NH:12]C(=O)O[C:8]2=[O:9].Cl>CS(C)=O.C(OCC)C>[CH3:1][S:2]([NH:5][C:8]([C:7]1[CH:17]=[CH:16][CH:15]=[CH:14][C:13]=1[NH2:12])=[O:9])(=[O:4])=[O:3] |f:0.1,^1:5|. Starting materials: CS(=O)(=O)N.[Li] (Lithium methanesulfonamidate), C1=2C(=O)OC(NC1=CC=CC2)=O (isatoic anhydride), Cl (hydrogen chloride). Solvent: C(C)OCC (diethyl ether), CS(=O)C (dimethyl sulfoxide). Reported procedure: Lithium methanesulfonamidate (1.0 g, 10 mmol) and isatoic anhydride (1.63 g, 10 mmol) in dimethyl sulfoxide (5 mL) were heated at 80° C. for 30 min. The reaction was cooled down to room temperature and acidified with hydrogen chloride in diethyl ether. The ether was evaporated and water added. The precipitated oil was purified by column chromatography on silica gel eluting with ethyl acetate/methanol (95:5). The desired material was obtained in a yield of 0.52 g. Starting materials: CN1C(CN(CC2=C1C=CC=C2)C(C[C@@H](CC2=C(C=C(C(=C2)F)F)F)NC(O)=O)=O)=O ([3-(1-methyl-2-oxo-1,2,3,5-tetrahydro-benzo[e][1,4]diazepin-4-yl)-3-oxo-(R)-1-(2,4,5-trifluoro-benzyl)-propyl]-carbamic acid), butyl ester, FC(C(=O)O)(F)F (trifluoroacetic acid), C(=O)(C(F)(F)F)O (TFA). Solvent: C(Cl)Cl (DCM), C(Cl)Cl (DCM). Conditions: time 1 hour. Yields the product FC(C(=O)O)(F)F (trifluoroacetic acid), N[C@@H](CC(=O)N1CC(N(C2=C(C1)C=CC=C2)C)=O)CC2=C(C=C(C(=C2)F)F)F (4-[(R)-3-amino-4-(2,4,5-trifluorophenyl)-butyryl]-1-methyl-1,3,4,5-tetrahydro-benzo[e][1,4]diazepin-2-one). Yield: 76.0%. RXN SMILES: [CH3:1][N:2]1[C:8]2[CH:9]=[CH:10][CH:11]=[CH:12][C:7]=2[CH2:6][N:5]([C:13](=[O:30])[CH2:14][C@H:15]([NH:26]C(=O)O)[CH2:16][C:17]2[CH:22]=[C:21]([F:23])[C:20]([F:24])=[CH:19][C:18]=2[F:25])[CH2:4][C:3]1=[O:31].[F:32][C:33]([F:38])([F:37])[C:34]([OH:36])=[O:35]>C(Cl)Cl>[F:32][C:33]([F:38])([F:37])[C:34]([OH:36])=[O:35].[NH2:26][C@H:15]([CH2:16][C:17]1[CH:22]=[C:21]([F:23])[C:20]([F:24])=[CH:19][C:18]=1[F:25])[CH2:14][C:13]([N:5]1[CH2:6][C:7]2[CH:12]=[CH:11][CH:10]=[CH:9][C:8]=2[N:2]([CH3:1])[C:3](=[O:31])[CH2:4]1)=[O:30]. Procedure details: To a solution of 2 [3-(1-methyl-2-oxo-1,2,3,5-tetrahydro-benzo[e][1,4]diazepin-4-yl)-3-oxo-(R)-1-(2,4,5-trifluoro-benzyl)-propyl]-carbamic acid tart-butyl ester (90 mg 0.18 mmol) in dry DCM (5 mL), was added trifluoroacetic acid (0.55 mL, 3 mL/mmol). The reaction mixture was stirred at r.t. for 1 h. After completion of the reaction, as confirmed by TLC, excess of TFA and DCM were evaporated in vacuo to afford a gummy solid which was crystallised from hexane to afford trifluoroacetic acid salt of... Reactants: N1C(OC(C2=C1N=CC=C2)=O)=O (2H-pyrido[2,3-d][1,3]oxazine-2,4(1H)-dione), BrCC(CC)CC (1-bromo-2-ethyl-butane), C(CCC)Br (n-butyl bromide). Product: C(C)C(CN1C(OC(C(=C1C)C)=O)=O)CC (3-(2-ethylbutyl)-4,5-dimethyl-2H-1,3-oxazine-2,6(3H)-dione). RXN SMILES: [NH:1]1[C:6]2N=CC=[CH:10][C:5]=2[C:4](=[O:11])[O:3][C:2]1=[O:12].Br[CH2:14][CH:15]([CH2:18][CH3:19])[CH2:16][CH3:17].[CH2:20](Br)CCC>>[CH2:16]([CH:15]([CH2:18][CH3:19])[CH2:14][N:1]1[C:6]([CH3:20])=[C:5]([CH3:10])[C:4](=[O:11])[O:3][C:2]1=[O:12])[CH3:17]. Procedure: The title compound was prepared according to the procedure of Example 1B substituting the product of Example 123A for the product of Example 1A and substituting 1-bromo-2-ethyl-butane for n-butyl bromide (0.181 g, 45%). 1H NMR (300 MHz, DMSO-d6) δ 0.85 (t, J=7.35 Hz, 6 H) 1.29 (m, 4 H) 1.65 (m, 1 H) 1.86 (s, 3 H) 2.25 (s, 3 H) 3.73 (d, J=7.35 Hz, 2 H). The reactants are BrC=1C=C(C(=O)OC)C=C(C1C)CCCOC(F)F (methyl 3-bromo-5-[3-(difluoromethoxy)propyl]-4-methylbenzoate), CC(C)C[AlH]CC(C)C (DIBAL-H), C([O-])(O)=O.[Na+] (sodium bicarbonate), CC(=O)OI1(C=2C=CC=CC2C(=O)O1)(OC(=O)C)OC(=O)C (Dess-Martin periodinane). Solvent: ClCCl (dichloromethane), ClCCl (dichloromethane), CCOCC (ether). Reaction conditions: time 1.5 hour. Product: BrC=1C=C(C=O)C=C(C1C)CCCOC(F)F (3-Bromo-5-[3-(difluoromethoxy)propyl]-4-methylbenzaldehyde). Reaction SMILES: [Br:1][C:2]1[CH:3]=[C:4]([CH:9]=[C:10]([CH2:13][CH2:14][CH2:15][O:16][CH:17]([F:19])[F:18])[C:11]=1[CH3:12])[C:5](OC)=[O:6].CC(C[AlH]CC(C)C)C.CC(OI1(OC(C)=O)(OC(C)=O)OC(=O)C2C=CC=CC1=2)=O.C(=O)(O)[O-].[Na+]>ClCCl.CCOCC>[Br:1][C:2]1[CH:3]=[C:4]([CH:9]=[C:10]([CH2:13][CH2:14][CH2:15][O:16][CH:17]([F:18])[F:19])[C:11]=1[CH3:12])[CH:5]=[O:6] |f:3.4|. Procedure: To a dichloromethane (0.07 M) solution of methyl 3-bromo-5-[3-(difluoromethoxy)propyl]-4-methylbenzoate (1 eq.) from the previous step was added DIBAL-H (1.5 M solution in toluene, 2.2 eq.). The resulting solution was stirred at RT for 1.5 h and then carefully quenched with 10% aq. HCl. The aqueous layer was separated and back-extracted with ether. The combined organic extracts were washed further with brine, dried over Na2SO4, filtered and the filtrate concentrated in vacuo. The crude alcohol t... Reaction SMILES: [Cl:1][C:2]1[CH:16]=[CH:15][C:5]([O:6][C:7]2[CH:14]=[CH:13][CH:12]=[CH:11][C:8]=2[C:9]#[N:10])=[CH:4][CH:3]=1.[H-].[H-].[H-].[H-].[Li+].[Al+3]>C1COCC1>[Cl:1][C:2]1[CH:16]=[CH:15][C:5]([O:6][C:7]2[CH:14]=[CH:13][CH:12]=[CH:11][C:8]=2[CH2:9][NH2:10])=[CH:4][CH:3]=1 |f:1.2.3.4.5.6|. Run in C1CCOC1 (THF). The product is ClC1=CC=C(OC2=C(CN)C=CC=C2)C=C1 (2-(4-chlorophenoxy)benzylamine). Isolated yield 9.9%. Reactants: ice, ClC1=CC=C(OC2=C(C#N)C=CC=C2)C=C1 (2-(4-chlorophenoxy)benzonitrile), [H-].[H-].[H-].[H-].[Li+].[Al+3] (LiAlH4). Procedure details: AMR01073 To an ice cooled solution of 2-(4-chlorophenoxy)benzonitrile (AMR01071, 200 mg, 8.75 mmol) in dry THF (10 mL) was added a solution of LiAlH4 (THF 1M, 1.75 mL) under nitrogen. After stirring at room temperature for 3 h, the reaction mixture was cooled again and quenched with the minimum amount of saturated NH4Cl solution. The insoluble material was removed by filtration, and washed with DCM. The filtrate was dried (MgSO4) and the solvent evaporated to give 2-(4-chlorophenoxy)benzylamine ... Conditions: time 3 hour.